The task is: describe an organic reaction: reactants, conditions, products, and yield. This data is from the Open Reaction Database (ORD), a public repository of structured organic reaction records. Reactants: C(C)(C)(C)C1=CC=C(C=C1)S(=O)(=O)N(C1=CC=C(C=C1)C)CC(=O)O ([(4-tert-butyl-benzenesulfonyl)-p-tolyl-amino]-acetic acid), C(C)N(C)C1=NC(=CC=C1)CNCC (ethyl-(6-ethylaminomethyl-pyridin-2-yl)-methyl-amine). Product: C(C)(C)(C)C1=CC=C(C=C1)S(=O)(=O)N(CC(=O)N(CC1=NC(=CC=C1)N(C)CC)CC)C1=CC=C(C=C1)C (2-[(4-tert-Butyl-benzenesulfonyl)-p-tolyl-amino]-N-ethyl-N-[6-(ethyl-methyl-amino)-pyridin-2-ylmethyl]-acetamide). As a reaction SMILES: [C:1]([C:5]1[CH:10]=[CH:9][C:8]([S:11]([N:14]([CH2:22][C:23](O)=[O:24])[C:15]2[CH:20]=[CH:19][C:18]([CH3:21])=[CH:17][CH:16]=2)(=[O:13])=[O:12])=[CH:7][CH:6]=1)([CH3:4])([CH3:3])[CH3:2].[CH2:26]([N:28]([C:30]1[CH:35]=[CH:34][CH:33]=[C:32]([CH2:36][NH:37][CH2:38][CH3:39])[N:31]=1)[CH3:29])[CH3:27]>>[C:1]([C:5]1[CH:10]=[CH:9][C:8]([S:11]([N:14]([C:15]2[CH:16]=[CH:17][C:18]([CH3:21])=[CH:19][CH:20]=2)[CH2:22][C:23]([N:37]([CH2:38][CH3:39])[CH2:36][C:32]2[CH:33]=[CH:34][CH:35]=[C:30]([N:28]([CH2:26][CH3:27])[CH3:29])[N:31]=2)=[O:24])(=[O:13])=[O:12])=[CH:7][CH:6]=1)([CH3:4])([CH3:3])[CH3:2]. Procedure: prepared by reaction of [(4-tert-butyl-benzenesulfonyl)-p-tolyl-amino]-acetic acid with ethyl-(6-ethylaminomethyl-pyridin-2-yl)-methyl-amine The reactants are ClC1=C2C(=NC=C1C(=O)OCC)C=NN2 (Ethyl 7-chloro-1H-pyrazolo[4,3-b]pyridine-6-carboxylate), NC=1SC=CC1 (aminothiophene), [N+](=O)([O-])C=1SC=CC1 (2-nitrothiophene), stannous chloride. The reagents and catalysts are [Pd] (Pd/C). Yields the product S1C(=CC=C1)NC1=C2C(=NC=C1C(=O)OCC)C=NN2 (Ethyl 7-thienylamino-1H-pyrazolo[4,3-b]pyridine-6-carboxylate). Yield: 10.4%. Reaction SMILES: Cl[C:2]1[C:7]([C:8]([O:10][CH2:11][CH3:12])=[O:9])=[CH:6][N:5]=[C:4]2[CH:13]=[N:14][NH:15][C:3]=12.[NH2:16][C:17]1[S:18][CH:19]=[CH:20][CH:21]=1.[N+](C1SC=CC=1)([O-])=O>[Pd]>[S:18]1[CH:19]=[CH:20][CH:21]=[C:17]1[NH:16][C:2]1[C:7]([C:8]([O:10][CH2:11][CH3:12])=[O:9])=[CH:6][N:5]=[C:4]2[CH:13]=[N:14][NH:15][C:3]=12. Procedure details: Ethyl 7-chloro-1H-pyrazolo[4,3-b]pyridine-6-carboxylate (4.5 g 0.02 mole) and aminothiophene (2.0 g) [prepared from 2-nitrothiophene (supplied by Aldrich and shown by nmr to contain 15% of 3-nitrothiophene) by reduction using either H2 ; 10% Pd/C or stannous chloride] were stirred together under nitrogen for 24 hours. The ethanol was removed under reduced pressure. The resulting brown oil was purified by column chromatography on silica eluting with 5% methanol/ether to give the title compound as... Reactants: FC=1C=C(C=CC1N1CCOCC1)N1C(O[C@H](C1)CN[C@@H](C)C1=CC=CC=C1)=O (3-(3-fluoro-4-morpholinylphenyl)-5(S)—[[(S)-1-phenylethyl]aminomethyl]-1,3-oxazolidin-2-one), C1(=C(C(=C(C(=C1F)F)F)N)F)N.Cl.Cl (dihydrochloride), FC=1C=C(C=CC1N1CCOCC1)N1C(OC(C1)CNC(C)C1=CC=CC=C1)=O (3-(3-fluoro-4-morpholinylphenyl)-5-[(1-phenylethyl)aminomethyl]-1,3-oxazolidin-2-one). The product is C1(=C(C(=C(C(=C1F)F)F)N)F)N.Cl.Cl (dihydrochloride), FC=1C=C(C=CC1N1CCOCC1)N1C(O[C@H](C1)CN)=O (3-(3-fluoro-4-morpholinylphenyl)-5(S)-aminomethyl-1,3-oxazolidin-2-one). As a reaction SMILES: [C:1]1([NH2:12])[C:6]([F:7])=[C:5]([F:8])[C:4]([F:9])=[C:3]([NH2:10])[C:2]=1[F:11].[ClH:13].Cl.[F:15][C:16]1[CH:17]=[C:18]([N:28]2[CH2:32][CH:31]([CH2:33][NH:34]C(C3C=CC=CC=3)C)[O:30][C:29]2=[O:43])[CH:19]=[CH:20][C:21]=1[N:22]1[CH2:27][CH2:26][O:25][CH2:24][CH2:23]1.FC1C=C(N2C[C@H](CN[C@H](C3C=CC=CC=3)C)OC2=O)C=CC=1N1CCOCC1>>[C:1]1([NH2:12])[C:6]([F:7])=[C:5]([F:8])[C:4]([F:9])=[C:3]([NH2:10])[C:2]=1[F:11].[ClH:13].[ClH:13].[F:15][C:16]1[CH:17]=[C:18]([N:28]2[CH2:32][C@H:31]([CH2:33][NH2:34])[O:30][C:29]2=[O:43])[CH:19]=[CH:20][C:21]=1[N:22]1[CH2:23][CH2:24][O:25][CH2:26][CH2:27]1 |f:0.1.2,5.6.7|. Reported procedure: The procedure is the same as in Example 41 except that the dihydrochloride of 3-(3-fluoro-4-morpholinylphenyl)-5-[(1-phenylethyl)aminomethyl]-1,3-oxazolidin-2-one (4a) was replaced by 3-(3-fluoro-4-morpholinylphenyl)-5(S)—[[(S)-1-phenylethyl]aminomethyl]-1,3-oxazolidin-2-one ((S,S)-4b). A white solid of dihydrochloride of 3-(3-fluoro-4-morpholinylphenyl)-5(S)-aminomethyl-1,3-oxazolidin-2-one ((S)-5b) with a melting point >220° C. was obtained and at a yield of 96%; [∝]D20=−53.2° (c 0.1, H2O); 1H... The reactants are B(F)(F)F (BF3), B(F)(F)F.CCOCC (BF3.OEt2), CN(C)[C-]1C=CC=C1.[CH-]1C=CC=C1.[Fe+2] (Dimethylaminoferrocene), C(=O)(O)[O-].[Na+] (NaHCO3), C(C)(C)[Li] (isopropyllithium), CN(C)C=O (DMF), C(C)(C)[Li] (i-PrLi), CN(CCO)C (2-dimethylaminoethanol), CN(C)[C-]1C=CC=C1.[CH-]1C=CC=C1.[Fe+2] (Dimethylaminoferrocene). Solvent: C(C)(C)(C)OC (t-BuOMe), C(C)(C)(C)OC (t-BuOMe), CCOCC (Et2O). Reaction conditions: temperature -40 celsius, time 20 minute. Product: C(=O)C=1[C-](C=CC1)N(C)C.[CH-]1C=CC=C1.[Fe+2] (2-Formyl-1-dimethylaminoferrocene). As a reaction SMILES: [CH:1]([Li])([CH3:3])[CH3:2].[CH3:5][N:6]([CH3:10])[CH2:7][CH2:8]O.CN([C-:14]1[CH:18]=CC=[CH:15]1)C.[CH-]1C=CC=C1.[Fe+2:24].B(F)(F)F.B(F)(F)F.CC[O:35]CC.CN(C=O)C.C([O-])(O)=O.[Na+]>C(OC)(C)(C)C.CCOCC>[CH:2]([C:1]1[C-:3]([N:6]([CH3:5])[CH3:10])[CH:15]=[CH:14][CH:18]=1)=[O:35].[CH-:1]1[CH:3]=[CH:8][CH:7]=[CH:2]1.[Fe+2:24] |f:2.3.4,6.7,9.10,13.14.15|. Procedure: A solution of (S,S)-19c (134 mg, 0.53 mmol) in t-BuOMe (4 mL) was cooled to −40° C. and treated with i-PrLi (1.18 mL, 1.34 M, 1.58 mmol) and 2-dimethylaminoethanol (47 mg, 0.53 mmol), and stirred for 20 min at that temperature. The solution was transferred by cannula to a mixture of 11.BF3 at −78° C. [prepared by addition of BF3.OEt2 (66 μL, 0.53 mmol) to a solution of 11 (115 mg, 0.50 mmol) in t-BuOMe (5 mL) at 0° C. and stirring for 10 min]. The resulting reaction mixture was allowed to warm s... The reactants are ClC(=CCOC1=CC(=C(OCCCCO)C(=C1)Cl)Cl)Cl (4-[4-(3,3-dichloro-2-propenyloxy)-2,6-dichlorophenoxy]butan-1-ol), C(Br)(Br)(Br)Br (carbon tetrabromide), C1(=CC=CC=C1)P(C1=CC=CC=C1)C1=CC=CC=C1 (triphenylphosphine). Run in C(Cl)Cl (methylene chloride). Reaction conditions: time 18 hour. The product is ClC(=CCOC1=CC(=C(OCCCCBr)C(=C1)Cl)Cl)Cl (1-[4-(3,3-dichloroprop-2-enyloxy)-2,6-dichlorophenoxy]-4-bromobutane). The yield is 81.2%. Reaction SMILES: [Cl:1][C:2]([Cl:20])=[CH:3][CH2:4][O:5][C:6]1[CH:17]=[C:16]([Cl:18])[C:9]([O:10][CH2:11][CH2:12][CH2:13][CH2:14]O)=[C:8]([Cl:19])[CH:7]=1.C(Br)(Br)(Br)[Br:22].C1(P(C2C=CC=CC=2)C2C=CC=CC=2)C=CC=CC=1>C(Cl)Cl>[Cl:1][C:2]([Cl:20])=[CH:3][CH2:4][O:5][C:6]1[CH:17]=[C:16]([Cl:18])[C:9]([O:10][CH2:11][CH2:12][CH2:13][CH2:14][Br:22])=[C:8]([Cl:19])[CH:7]=1. Reported procedure: A stirred solution of 22.3 grams (0.062 mole) of 4-[4-(3,3-dichloro-2-propenyloxy)-2,6-dichlorophenoxy]butan-1-ol and 20.6 grams (0.062 mole) of carbon tetrabromide in 250 mL of methylene chloride was cooled to 10° C. and 17.9 grams (0.068 mole) of triphenylphosphine was added in one portion. Upon completion of addition the reaction mixture was warmed to ambient temperature where it stirred during an 18 hour period. After this time the reaction mixture was concentrated under reduced pressure to ...